This data is from the Open Reaction Database (ORD), a public repository of structured organic reaction records. The task is: describe an organic reaction: reactants, conditions, products, and yield Starting materials: ClC1=C(C=C(C=C1)O)F (4-chloro-3-fluorophenol), ClC=1C(=CC2=C(C=C(C(O2)C(F)(F)F)C(=O)OCC)C1)F (ethyl 6-chloro-7-fluoro-2-(trifluoromethyl)-2H-1-benzopyran-3-carboxylate). Yields the product ClC=1C(=CC2=C(C=C(C(O2)C(F)(F)F)C(=O)O)C1)OC1=CC(=C(C=C1)Cl)F (6-Chloro-7-(4-chloro-3-fluorophenoxy)-2-(trifluoromethyl)-2H-1-benzopyran-3-carboxylic Acid). Reaction SMILES: [Cl:1][C:2]1[CH:7]=[CH:6][C:5]([OH:8])=[CH:4][C:3]=1[F:9].[Cl:10][C:11]1[C:12](F)=[CH:13][C:14]2[O:19][CH:18]([C:20]([F:23])([F:22])[F:21])[C:17]([C:24]([O:26]CC)=[O:25])=[CH:16][C:15]=2[CH:29]=1>>[Cl:10][C:11]1[C:12]([O:8][C:5]2[CH:6]=[CH:7][C:2]([Cl:1])=[C:3]([F:9])[CH:4]=2)=[CH:13][C:14]2[O:19][CH:18]([C:20]([F:22])([F:21])[F:23])[C:17]([C:24]([OH:26])=[O:25])=[CH:16][C:15]=2[CH:29]=1. Procedure: The title compound was prepared from 4-chloro-3-fluorophenol and ethyl 6-chloro-7-fluoro-2-(trifluoromethyl)-2H-1-benzopyran-3-carboxylate (Example 183, Step 2) via a procedure similar to that described in Example 183, Steps 3 and 4: mp 206.8-207.4° C. 1H NMR (acetone-d6/300 MHz) 7.92 (s, 1H), 7.74 (s, 1H), 7.59 (m, 1H), 7.16 (m, 1H), 6.99 (m, 1H), 6.83 (s, 1H), 5.86 (q, 1H, J=7.0 Hz). 19F NMR (acetone-d6/282 MHz) −79.4 (d, 3F, J=6.5 Hz), −113.8 (m, 1F). Anal. Calc'd for C17H8Cl2F4O4: C, 48.25; ... Reactants: C(\C=C\C(=O)O)(=O)O.NCCN1CCC(CC1)O[N+](=O)[O-] (1-(2-aminoethyl)-4-nitroxypiperidine fumarate), C([O-])([O-])=O.[K+].[K+] (potassium carbonate), CO (methanol), [O-]C#N.[K+] (Potassium cyanate). Run in O (water). Reaction conditions: time 8 hour. Yields the product NC(=O)NCCN1CCC(CC1)O[N+](=O)[O-] (1-(2-aminocarbonylaminoethyl)-4-nitroxypiperidine). As a reaction SMILES: C(O)(=O)/C=C/C(O)=O.[NH2:9][CH2:10][CH2:11][N:12]1[CH2:17][CH2:16][CH:15]([O:18][N+:19]([O-:21])=[O:20])[CH2:14][CH2:13]1.CO.[O-:24][C:25]#[N:26].[K+].C(=O)([O-])[O-].[K+].[K+]>O>[NH2:26][C:25]([NH:9][CH2:10][CH2:11][N:12]1[CH2:17][CH2:16][CH:15]([O:18][N+:19]([O-:21])=[O:20])[CH2:14][CH2:13]1)=[O:24] |f:0.1,3.4,5.6.7|. Procedure: 1.53 g. 1-(2-aminoethyl)-4-nitroxypiperidine fumarate are dissolved in 15 ml. methanol and 5 ml. water. 1.62 g. Potassium cyanate is added thereto and the reaction mixture is stirred overnight at ambient temperature. A pH value of 10 is adjusted by the addition of potassium carbonate. The reaction mixture is extracted with ethyl acetate and the extracts are dried with anhydrous sodium sulphate. After evaporation and trituration of the residue with diethyl ether, the resultant crystals are filter... Reactants: S(=O)(Cl)Cl (Thionyl chloride), BrC=1C=C2C(C(=CNC2=CC1F)C(=O)OCC)=O (ethyl 6-bromo-7-fluoro-4-oxo-1H-quinoline-3-carboxylate). The solvent is CN(C)C=O (DMF). Conditions: temperature 80 celsius, time 4 hour. Yields the product BrC=1C=C2C(=C(C=NC2=CC1F)C(=O)OCC)Cl (Ethyl 6-bromo-4-chloro-7-fluoroquinoline-3-carboxylate). The yield is 75.6%. Reaction SMILES: S(Cl)([Cl:3])=O.[Br:5][C:6]1[CH:7]=[C:8]2[C:13](=[CH:14][C:15]=1[F:16])[NH:12][CH:11]=[C:10]([C:17]([O:19][CH2:20][CH3:21])=[O:18])[C:9]2=O>CN(C=O)C>[Br:5][C:6]1[CH:7]=[C:8]2[C:13](=[CH:14][C:15]=1[F:16])[N:12]=[CH:11][C:10]([C:17]([O:19][CH2:20][CH3:21])=[O:18])=[C:9]2[Cl:3]. Procedure: Thionyl chloride (150 mL, 2.08 mol) was added to a solution of ethyl 6-bromo-7-fluoro-4-oxo-1H-quinoline-3-carboxylate (25 g, 79.59 mmol) in DMF (50 mL) and the solution stirred at 80° C. for 4 h. The mixture was concentrated under vacuum and quenched by the addition of ice/water. The reaction mixture was extracted with DCM (8×100 mL), the organic extracts combined and the mixture adjusted to pH=7 by the addition of 1.5M ammonium hydrogen carbonate. The resulting mixture was washed with water (3... Starting materials: C(C)OC(CC=1C=C(C(=CC1)OC)C1=C(C=C(C=C1)NC(C1=CC=C(C=C1)Cl)=O)CN(CC)C(=O)OCC1=CC=CC=C1)=O ([2′-[(Benzyloxycarbonyl-ethyl-amino)-methyl]-4′-(4-chloro-benzoylamino)-6-methoxy-biphenyl-3-yl]-acetic acid ethyl ester), [OH-].[Li+] (lithium hydroxide). Product: C(C1=CC=CC=C1)OC(=O)N(CC)CC1=C(C=CC(=C1)NC(C1=CC=C(C=C1)Cl)=O)C1=CC(=CC=C1OC)CC(=O)O ([2′-[(Benzyloxycarbonyl-ethyl-amino)-methyl]-4′-(4-chloro-benzoylamino)-6-methoxy-biphenyl-3-yl]-acetic acid). Reaction SMILES: C([O:3][C:4](=[O:44])[CH2:5][C:6]1[CH:7]=[C:8]([C:14]2[CH:19]=[CH:18][C:17]([NH:20][C:21](=[O:29])[C:22]3[CH:27]=[CH:26][C:25]([Cl:28])=[CH:24][CH:23]=3)=[CH:16][C:15]=2[CH2:30][N:31]([C:34]([O:36][CH2:37][C:38]2[CH:43]=[CH:42][CH:41]=[CH:40][CH:39]=2)=[O:35])[CH2:32][CH3:33])[C:9]([O:12][CH3:13])=[CH:10][CH:11]=1)C.[OH-].[Li+]>>[CH2:37]([O:36][C:34]([N:31]([CH2:30][C:15]1[CH:16]=[C:17]([NH:20][C:21](=[O:29])[C:22]2[CH:27]=[CH:26][C:25]([Cl:28])=[CH:24][CH:23]=2)[CH:18]=[CH:19][C:14]=1[C:8]1[C:9]([O:12][CH3:13])=[CH:10][CH:11]=[C:6]([CH2:5][C:4]([OH:44])=[O:3])[CH:7]=1)[CH2:32][CH3:33])=[O:35])[C:38]1[CH:39]=[CH:40][CH:41]=[CH:42][CH:43]=1 |f:1.2|. Procedure details: [2′-[(Benzyloxycarbonyl-ethyl-amino)-methyl]-4′-(4-chloro-benzoylamino)-6-methoxy-biphenyl-3-yl]-acetic acid ethyl ester (0.2 mmol) was hydrolyzed with lithium hydroxide to give the title compound. The reactants are O1C2CC=3C(=CC=C(C3CC21)OC)OC (6,7-epoxy-5,6,7,8-tetrahydro-1,4-dimethoxynaphthalene), COC1=C(C=CC=C1)N1CCNCC1 (1-(o-methoxyphenyl)piperazine), C(C)(C)O (isopropyl alcohol). Solvent: C=1(C(=CC=CC1)C)C (xylene). Product: COC1=C2C[C@H]([C@@H](CC2=C(C=C1)OC)O)N1CCN(CC1)C1=C(C=CC=C1)OC (trans-1,2,3,4-Tetrahydro-5,8-dimethoxy-3-[4-(2-methoxyphenyl)-1-piperazinyl]-2-naphthalenol). The yield is 50.4%. As a reaction SMILES: [O:1]1[CH:11]2[CH:2]1[CH2:3][C:4]1[C:5]([O:14][CH3:15])=[CH:6][CH:7]=[C:8]([O:12][CH3:13])[C:9]=1[CH2:10]2.[CH3:16][O:17][C:18]1[CH:23]=[CH:22][CH:21]=[CH:20][C:19]=1[N:24]1[CH2:29][CH2:28][NH:27][CH2:26][CH2:25]1.C(O)(C)C>C1(C)C(C)=CC=CC=1>[CH3:15][O:14][C:5]1[CH:6]=[CH:7][C:8]([O:12][CH3:13])=[C:9]2[C:4]=1[CH2:3][C@@H:2]([N:27]1[CH2:26][CH2:25][N:24]([C:19]3[CH:20]=[CH:21][CH:22]=[CH:23][C:18]=3[O:17][CH3:16])[CH2:29][CH2:28]1)[C@H:11]([OH:1])[CH2:10]2. Reported procedure: A solution of 4.12 g of 6,7-epoxy-5,6,7,8-tetrahydro-1,4-dimethoxynaphthalene, 4.81 g of 1-(o-methoxyphenyl)piperazine, and 1.53 ml of isopropyl alcohol in 20 ml of xylene is refluxed under nitrogen for 19 hours. The xylene is removed in vacuo and the residue triturated with ether to give 4.01 g of crude material. Two recrystallizations of this material from ethyl acetate yield 2.5 g of the title compound, melting point 182°-183° C. Reactants: [H-].[Al+3].[Li+].[H-].[H-].[H-] (lithium aluminum hydride), N1(CCCC1)CC1=C(C(=CC(=C1)NC(C)=O)CN1CCCC1)O (2,6-bis(1-pyrrolidinomethyl)-4-acetamidophenol), O (water), [OH-].[Na+] (NaOH). The solvent is O1CCCC1 (tetrahydrofuran), O1CCCC1 (tetrahydrofuran). The product is N1(CCCC1)CC1=C(C(=CC(=C1)NCC)CN1CCCC1)O (2,6-bis(1-pyrrolidinomethyl)-4-ethylaminophenol). The yield is 72.9%. As a reaction SMILES: [H-].[Al+3].[Li+].[H-].[H-].[H-].[N:7]1([CH2:12][C:13]2[CH:18]=[C:17]([NH:19][C:20](=O)[CH3:21])[CH:16]=[C:15]([CH2:23][N:24]3[CH2:28][CH2:27][CH2:26][CH2:25]3)[C:14]=2[OH:29])[CH2:11][CH2:10][CH2:9][CH2:8]1.O.[OH-].[Na+]>O1CCCC1>[N:7]1([CH2:12][C:13]2[CH:18]=[C:17]([NH:19][CH2:20][CH3:21])[CH:16]=[C:15]([CH2:23][N:24]3[CH2:25][CH2:26][CH2:27][CH2:28]3)[C:14]=2[OH:29])[CH2:11][CH2:10][CH2:9][CH2:8]1 |f:0.1.2.3.4.5,8.9|. Reported procedure: To a stirred solution of lithium aluminum hydride (2.7 g) in tetrahydrofuran (25 ml) was added dropwise a solution of 2,6-bis(1-pyrrolidinomethyl)-4-acetamidophenol (5.6 g) in tetrahydrofuran (5 ml). The mixture was heated to reflux for 5 hours and was added dropwise water and aqueous 20% NaOH solution with cooling in an ice bath then was filtered by suction. The filtered cake was washed with tetrahydrofuran. The combined filtrate and washings were evaporated under reduced pressure to remove the... The reactants are OC1=CC=C(CO)C=C1 (4-hydroxybenzyl alcohol), C(CC)OCCBr (2-bromoethyl propyl ether), [I-].[Na+] (sodium iodide), C([O-])([O-])=O.[K+].[K+] (potassium carbonate). The solvent is CN(C)C=O (DMF), O (water). Reaction conditions: temperature 90 celsius, time 3 day. Product: C(CC)OCCOC1=CC=C(CO)C=C1 (4-(2-propoxyethoxy)benzyl alcohol). RXN SMILES: [OH:1][C:2]1[CH:9]=[CH:8][C:5]([CH2:6][OH:7])=[CH:4][CH:3]=1.[CH2:10]([O:13][CH2:14][CH2:15]Br)[CH2:11][CH3:12].[I-].[Na+].C(=O)([O-])[O-].[K+].[K+]>O.CN(C=O)C>[CH2:10]([O:13][CH2:14][CH2:15][O:1][C:2]1[CH:9]=[CH:8][C:5]([CH2:6][OH:7])=[CH:4][CH:3]=1)[CH2:11][CH3:12] |f:2.3,4.5.6|. Procedure: A mixture of 4-hydroxybenzyl alcohol (3.00 g), 2-bromoethyl propyl ether (4.0 ml), sodium iodide (4.75 g), potassium carbonate (6.68 g) and DMF (30 ml) was stirred at 90° C. for 3 days. The reaction mixture was mixed with water, and was extracted with ethyl acetate. The organic layer was washed with water and an aqueous saturated solution of sodium chloride, and was dried with magnesium sulfate. After concentration under reduced pressure, the residue was subjected to separation and purification ... The reactants are CCOC(=O)CBr, CCO, CC(C)(C)c1ccc(C(=O)Nc2ccc(O)cc2)cc1, [Na]. Yields the product CCOC(=O)COc1ccc(NC(=O)c2ccc(C(C)(C)C)cc2)cc1. RXN SMILES: [Br:22][CH2:23][C:24](=[O:25])[O:26][CH2:27][CH3:28].[CH3:29][CH2:30][OH:31].[CH3:2][C:3]([CH3:4])([CH3:5])[c:6]1[cH:7][cH:8][c:9]([C:10](=[O:11])[NH:12][c:13]2[cH:14][cH:15][c:16]([OH:19])[cH:17][cH:18]2)[cH:20][cH:21]1.[Na:1]>>[CH3:2][C:3]([CH3:4])([CH3:5])[c:6]1[cH:7][cH:8][c:9]([C:10](=[O:11])[NH:12][c:13]2[cH:14][cH:15][c:16]([O:19][CH2:23][C:24](=[O:25])[O:26][CH2:27][CH3:28])[cH:17][cH:18]2)[cH:20][cH:21]1.